Dataset: the Open Reaction Database (ORD), a public repository of structured organic reaction records. Task: describe an organic reaction: reactants, conditions, products, and yield The reactants are C1CCOC1, C[Si](C)(C)[N-][Si](C)(C)C, Cc1c(Cl)c(S(C)=O)nc2sc(C(=O)NC3CC3)c(N)c12, [Li+], OCCN(CCO)CCO. The product is Cc1c(Cl)c(OCCN(CCO)CCO)nc2sc(C(=O)NC3CC3)c(N)c12. Reaction SMILES: [CH2:42]1[O:43][CH2:44][CH2:45][CH2:46]1.[CH3:11][Si:12]([N-:13][Si:14]([CH3:15])([CH3:16])[CH3:17])([CH3:18])[CH3:19].[CH:21]1([NH:24][C:25](=[O:26])[c:27]2[c:28]([NH2:41])[c:29]3[c:30]([n:31][c:32]([S:37]([CH3:38])=[O:39])[c:33]([Cl:36])[c:34]3[CH3:35])[s:40]2)[CH2:22][CH2:23]1.[Li+:20].[OH:1][CH2:2][CH2:3][N:4]([CH2:5][CH2:6][OH:7])[CH2:8][CH2:9][OH:10]>>[O:1]([CH2:2][CH2:3][N:4]([CH2:5][CH2:6][OH:7])[CH2:8][CH2:9][OH:10])[c:32]1[n:31][c:30]2[c:29]([c:28]([NH2:41])[c:27]([C:25]([NH:24][CH:21]3[CH2:22][CH2:23]3)=[O:26])[s:40]2)[c:34]([CH3:35])[c:33]1[Cl:36]. Reactants: C(C)OC(=O)C1=NN(C=N1)CC1=CC=CC=C1 (1-benzyl-1H-[1,2,4]triazole-3-carboxylic acid ethyl ester), [OH-].[Na+] (sodium hydroxide). Solvent: CCO (EtOH). Reaction conditions: time 16 hour. The product is C(C1=CC=CC=C1)N1N=C(N=C1)C(=O)O (1-Benzyl-1H-[1,2,4]triazole-3-carboxylic acid). Isolated yield 90.2%. As a reaction SMILES: C([O:3][C:4]([C:6]1[N:10]=[CH:9][N:8]([CH2:11][C:12]2[CH:17]=[CH:16][CH:15]=[CH:14][CH:13]=2)[N:7]=1)=[O:5])C.[OH-].[Na+]>CCO>[CH2:11]([N:8]1[CH:9]=[N:10][C:6]([C:4]([OH:5])=[O:3])=[N:7]1)[C:12]1[CH:17]=[CH:16][CH:15]=[CH:14][CH:13]=1 |f:1.2|. Procedure details: To 1.2 g (6 mmol) of 1-benzyl-1H-[1,2,4]triazole-3-carboxylic acid ethyl ester in 10 ml of EtOH was added 1.4 ml (8 mmol) of 6 M sodium hydroxide solution. The mixture was stirred for 16 h after which time it was concentrated; then, 1 M hydrochloric acid solution was added and the resulting precipitate filtered affording 1.1 g (99%) of the title compound. MS: 204.1 (MH+).